This data is from the Open Reaction Database (ORD), a public repository of structured organic reaction records. The task is: describe an organic reaction: reactants, conditions, products, and yield Reactants: C(C1=CC=CC=C1)OC=1C=CC(=C(C1)[N+](=O)[O-])OC1=CC=C(C=C1)C(C)(C)C (5-benzyloxy-2-(4-t-butylphenoxy)-nitrobenzene), C(C)(C)(CC)C1=C(OC(C(=O)Cl)CCCC)C=CC(=C1)C(C)(C)CC (2-(2,4-di-t-pentylphenoxy)hexanoyl chloride), C(=O)[O-].[K+] (potassium formate), NC=1C(=CC=C(C1)O)OC1=CC=C(C=C1)C(C)(C)C (5-amino-4-(4-t-butylphenoxy)phenol). The reagents and catalysts are [Pd] (Pd/C). Run in C1(=CC=CC=C1)C (toluene), O (water), O (water), C(C)(C)O (isopropyl alcohol), O (water), C1(=CC=CC=C1)C (toluene). Run at temperature 60 celsius, time 3 hour. The product is C(C)(C)(C)C1=CC=C(OC2=CC=C(C=C2NC(C(CCCC)OC2=C(C=C(C=C2)C(C)(C)CC)C(C)(C)CC)=O)O)C=C1 (4-(4-t-butylphenoxy)-5-{2-(2,4-di-t-pentylphenoxy)hexanoyl}amino-phenol). Yield: 92.0%. As a reaction SMILES: C(OC1C=CC(OC2C=CC(C(C)(C)C)=CC=2)=C([N+]([O-])=O)C=1)C1C=CC=CC=1.C([O-])=O.[K+].[NH2:33][C:34]1[C:35]([O:41][C:42]2[CH:47]=[CH:46][C:45]([C:48]([CH3:51])([CH3:50])[CH3:49])=[CH:44][CH:43]=2)=[CH:36][CH:37]=[C:38]([OH:40])[CH:39]=1.[C:52]([C:57]1[CH:71]=[C:70]([C:72]([CH2:75][CH3:76])([CH3:74])[CH3:73])[CH:69]=[CH:68][C:58]=1[O:59][CH:60]([CH2:64][CH2:65][CH2:66][CH3:67])[C:61](Cl)=[O:62])([CH2:55][CH3:56])([CH3:54])[CH3:53]>O.C1(C)C=CC=CC=1.[Pd].C(O)(C)C>[C:48]([C:45]1[CH:46]=[CH:47][C:42]([O:41][C:35]2[C:34]([NH:33][C:61](=[O:62])[CH:60]([O:59][C:58]3[CH:68]=[CH:69][C:70]([C:72]([CH2:75][CH3:76])([CH3:73])[CH3:74])=[CH:71][C:57]=3[C:52]([CH2:55][CH3:56])([CH3:54])[CH3:53])[CH2:64][CH2:65][CH2:66][CH3:67])=[CH:39][C:38]([OH:40])=[CH:37][CH:36]=2)=[CH:43][CH:44]=1)([CH3:51])([CH3:50])[CH3:49] |f:1.2|. Procedure details: In a 500-ml flask, place 18.9 g (0.05 m) of 5-benzyloxy-2-(4-t-butyl-phenoxy)-nitrobenzene (3a), 80 ml of isopropyl alcohol and 40 ml of toluene. Heat the mixture to 60° C. Add 1.0 g of 5% Pd/C wet with 1 ml of water and 21.0 g (0.25 m) of potassium formate in 30 ml of water. Stir the reaction mixture vigorously at 60°-70° C. for 3 hrs under nitrogen. Cool the reaction mixture containing 5-amino-4-(4-t-butylphenoxy)phenol (4a, Y=4-t-butylphenoxy) to 15° C. and add 20.3 g (0.05 m×1.05 @95%) of 2-... Reactants: C1CCOC1, CCn1cc(C(=O)OC)c2ccccc21, CO, [Na+], [OH-]. Yields the product CCn1cc(C(=O)O)c2ccccc21. Reaction SMILES: [CH2:16]1[O:17][CH2:18][CH2:19][CH2:20]1.[CH3:1][O:2][C:3](=[O:4])[c:5]1[cH:6][n:7]([CH2:14][CH3:15])[c:8]2[cH:9][cH:10][cH:11][cH:12][c:13]12.[CH3:23][OH:24].[Na+:22].[OH-:21]>>[O:2]=[C:3]([OH:4])[c:5]1[cH:6][n:7]([CH2:14][CH3:15])[c:8]2[cH:9][cH:10][cH:11][cH:12][c:13]12. The reactants are OCC1CCc2ccccc2O1, Cc1ccc(S(=O)(=O)Cl)cc1, c1ccncc1. Yields the product Cc1ccc(S(=O)(=O)OCC2CCc3ccccc3O2)cc1. RXN SMILES: [OH:12][CH2:13][CH:14]1[O:15][c:16]2[cH:17][cH:18][cH:19][cH:20][c:21]2[CH2:22][CH2:23]1.[c:1]1([CH3:11])[cH:2][cH:3][c:4]([S:7](=[O:8])(=[O:9])[Cl:10])[cH:5][cH:6]1.[cH:24]1[cH:25][cH:26][n:27][cH:28][cH:29]1>>[c:1]1([CH3:11])[cH:2][cH:3][c:4]([S:7](=[O:8])(=[O:9])[O:12][CH2:13][CH:14]2[O:15][c:16]3[cH:17][cH:18][cH:19][cH:20][c:21]3[CH2:22][CH2:23]2)[cH:5][cH:6]1. Reactants: NC=1C=C(C(C#N)=CC1)C#N (4-Aminophthalonitrile), C(CCCCC)(=O)Cl (Hexanoyl chloride). The solvent is N1=CC=CC=C1 (pyridine), ClCCl (dichloromethane). Conditions: time 2 hour. Product: C(CCCCC)(=O)NC=1C=C(C(C#N)=CC1)C#N (4-hexanamidophthalonitrile). The yield is 70.7%. As a reaction SMILES: [NH2:1][C:2]1[CH:3]=[C:4]([C:10]#[N:11])[C:5](=[CH:8][CH:9]=1)[C:6]#[N:7].[C:12](Cl)(=[O:18])[CH2:13][CH2:14][CH2:15][CH2:16][CH3:17]>N1C=CC=CC=1.ClCCl>[C:12]([NH:1][C:2]1[CH:3]=[C:4]([C:10]#[N:11])[C:5](=[CH:8][CH:9]=1)[C:6]#[N:7])(=[O:18])[CH2:13][CH2:14][CH2:15][CH2:16][CH3:17]. Procedure: 4-Aminophthalonitrile (3.60 g, 25.2 mmole) was dissolved in 8.6 mL of pyridine. Hexanoyl chloride (8.6 mL, 61.5 mmole) was added and the mixture was stirred under N2 for 2 hours. The pyridine was distilled under vacuum until a yellow-orange residue was obtained. This residue was dissolved in dichloromethane and washed with 0.1 M HCl (5×15 mL) and then neutralized with aqueous sodium bicarbonate (3×50 mL). The organic solution was separated and dried over magnesium sulfate. Purification by column... Starting materials: [Li+].[OH-] (LiOH), O (H2O), C(C)OC(C1=C(C(=C(C(=C1)C#N)N)C)O)=O (4-Amino-5-cyano-2-hydroxy-3-methylbenzoic acid ethyl ester). Run in C(C)O.O (ethanol water). Reaction conditions: temperature 80 celsius. The product is NC1=C(C(=C(C(=O)O)C=C1C#N)O)C (4-Amino-5-cyano-2-hydroxy-3-methylbenzoic acid). Yield: 98.9%. As a reaction SMILES: [Li+].[OH-].O.C([O:6][C:7](=[O:19])[C:8]1[CH:13]=[C:12]([C:14]#[N:15])[C:11]([NH2:16])=[C:10]([CH3:17])[C:9]=1[OH:18])C>C(O)C.O>[NH2:16][C:11]1[C:12]([C:14]#[N:15])=[CH:13][C:8]([C:7]([OH:19])=[O:6])=[C:9]([OH:18])[C:10]=1[CH3:17] |f:0.1,4.5|. Procedure: To a solution of LiOH×H2O (8.4 g, 0.2 mol) in ethanol/water (1:1, 300 mL) was added compound 74 (22 g, 0.1 mol) at RT and the reaction mixture was refluxed at 80° C. for 4 h. The reaction mixture was concentrated under vacuum, the obtained residue was diluted with water (100 mL), washed with pet. ether/ethyl acetate (1:1, 2×200 mL). The aqueous layer was separated, acidified to pH=5 using 1.5N HCl and the obtained solid product was filtered off. The aqueous layer was further extracted with ethyl...